This data is from the Open Reaction Database (ORD), a public repository of structured organic reaction records. The task is: describe an organic reaction: reactants, conditions, products, and yield Reactants: CC1=C2N(C3=CC=CC=C13)C(C(CC2)CC=2N=CN(C2C)C(C2=CC=CC=C2)(C2=CC=CC=C2)C2=CC=CC=C2)=O (8,9-dihydro-10-methyl-7-[(5-methyl-1-trityl-1H-imidazol-4-yl)methyl]pyrido[1,2-a]-indol-6(7H)-one), O (water). Run in C(C)(=O)O (acetic acid). Run at time 2 hour. Product: CC1=C2N(C3=CC=CC=C13)C(C(CC2)CC=2N=CNC2C)=O (8,9-dihydro-10-methyl-7-[(5-methyl-1H-imidazol-4-yl)methyl]pyrido[1,2-a]indol-6(7H)-one). Reaction SMILES: [CH3:1][C:2]1[C:10]2[C:5](=[CH:6][CH:7]=[CH:8][CH:9]=2)[N:4]2[C:11](=[O:41])[CH:12]([CH2:15][C:16]3[N:17]=[CH:18][N:19](C(C4C=CC=CC=4)(C4C=CC=CC=4)C4C=CC=CC=4)[C:20]=3[CH3:21])[CH2:13][CH2:14][C:3]=12.O>C(O)(=O)C>[CH3:1][C:2]1[C:10]2[C:5](=[CH:6][CH:7]=[CH:8][CH:9]=2)[N:4]2[C:11](=[O:41])[CH:12]([CH2:15][C:16]3[N:17]=[CH:18][NH:19][C:20]=3[CH3:21])[CH2:13][CH2:14][C:3]=12. Reported procedure: A solution of crude 8,9-dihydro-10-methyl-7-[(5-methyl-1-trityl-1H-imidazol-4-yl)methyl]pyrido[1,2-a]-indol-6(7H)-one in acetic acid ) 50 ml) and water (15 ml) was stirred at 45° C. for 2 hours and then at 65° C. for 2 hours. After evaporation of the solvent, the residue was diluted with water, neutralized with an aqueous sodium bicarbonate solution, and extracted three times with methylene chloride. The organic layer combined was washed with water and brine, dried over anhydrous magnesium sulfa... Starting materials: CC1CCNCC1, Cc1ccccc1, O=[N+]([O-])c1ncc(Cl)cc1Cl, [K+], [K+], O=C([O-])[O-]. Product: CC1CCN(c2cc(Cl)cnc2[N+](=O)[O-])CC1. RXN SMILES: [CH3:12][CH:13]1[CH2:14][CH2:15][NH:16][CH2:17][CH2:18]1.[CH3:25][c:26]1[cH:27][cH:28][cH:29][cH:30][cH:31]1.[Cl:1][c:2]1[c:3]([N+:9](=[O:10])[O-:11])[n:4][cH:5][c:6]([Cl:8])[cH:7]1.[K+:19].[K+:20].[O-:21][C:22]([O-:23])=[O:24]>>[c:2]1([N:16]2[CH2:15][CH2:14][CH:13]([CH3:12])[CH2:18][CH2:17]2)[c:3]([N+:9](=[O:10])[O-:11])[n:4][cH:5][c:6]([Cl:8])[cH:7]1.